Dataset: the Open Reaction Database (ORD), a public repository of structured organic reaction records. Task: describe an organic reaction: reactants, conditions, products, and yield Reactants: C1CCOC1, CC(NC(=O)NC1CCCC1)c1ccc(C(=O)NOC2CCCCO2)s1, Cl, C1COCCO1. Yields the product CC(NC(=O)NC1CCCC1)c1ccc(C(=O)NO)s1. Reaction SMILES: [CH2:28]1[O:29][CH2:30][CH2:31][CH2:32]1.[CH:1]1([NH:6][C:7]([NH:8][CH:9]([CH3:10])[c:11]2[cH:12][cH:13][c:14]([C:16](=[O:17])[NH:18][O:19][CH:20]3[CH2:21][CH2:22][CH2:23][CH2:24][O:25]3)[s:15]2)=[O:26])[CH2:2][CH2:3][CH2:4][CH2:5]1.[ClH:27].[O:33]1[CH2:34][CH2:35][O:36][CH2:37][CH2:38]1>>[CH:1]1([NH:6][C:7]([NH:8][CH:9]([CH3:10])[c:11]2[cH:12][cH:13][c:14]([C:16](=[O:17])[NH:18][OH:19])[s:15]2)=[O:26])[CH2:2][CH2:3][CH2:4][CH2:5]1. Starting materials: BrBr (bromine), C(C)(=O)OC1=C(C=C(C=O)C=C1)OC (4-acetoxy-3-methoxybenzaldehyde), C(C)(=O)[O-].[Na+] (sodium acetate), II (iodine). The solvent is C(C)(=O)O (acetic acid), O (water). Conditions: temperature 45 celsius. Product: C(C)(=O)OC1=C(C=C(C=O)C(=C1)Br)OC (4-Acetoxy-6-bromo-3-methoxybenzaldehyde). Reaction SMILES: [C:1]([O:4][C:5]1[CH:12]=[CH:11][C:8]([CH:9]=[O:10])=[CH:7][C:6]=1[O:13][CH3:14])(=[O:3])[CH3:2].C([O-])(=O)C.[Na+].II.[Br:22]Br>C(O)(=O)C.O>[C:1]([O:4][C:5]1[CH:12]=[C:11]([Br:22])[C:8]([CH:9]=[O:10])=[CH:7][C:6]=1[O:13][CH3:14])(=[O:3])[CH3:2] |f:1.2|. Procedure: To a mixture of 4-acetoxy-3-methoxybenzaldehyde (75.7 g), anhydrous sodium acetate (76 g) and iodine (0.8 g) in acetic acid (300 ml) is added bromine (21 ml). The mixture is warmed to 45° C. for about 1 hour, then stirred stirred at room temperature for 3 days, poured into water (700 ml) and filtered. The solid is dissolved in toluene and the solution washed with brine, dried over magnesium sulfate, filtered and concentrated in vacuo. The residue is recrystallized twice from hexanes to give the ... Starting materials: S(O)(=O)(=O)Cl (chlorosulfuric acid), FC(=CC(F)(F)F)F (1,1,3,3,3-pentafluoropropene). Run at time 24 hour. The product is C(F)(F)(F)CC(F)(F)OS(=O)(=O)Cl (CF3CH2CF2OSO2Cl). The yield is 72.7%. Reaction SMILES: [S:1]([Cl:5])(=[O:4])(=[O:3])[OH:2].[F:6][C:7]([F:13])=[CH:8][C:9]([F:12])([F:11])[F:10]>>[C:9]([CH2:8][C:7]([O:3][S:1]([Cl:5])(=[O:2])=[O:4])([F:13])[F:6])([F:12])([F:11])[F:10]. Reported procedure: A 250 mL Hastelloy shaker tube was loaded with 60 g (0.51 mole) chlorosulfuric acid (HOSO2Cl), cooled in liquid nitrogen, evacuated and loaded with 60 g (0.45 mole) of 1,1,3,3,3-pentafluoropropene. The reaction vessel was allowed to warm and kept on a shaker at 20° C. at autogenous pressure for 24 hours. After 24 hours, the pressure tube was unloaded, and the reaction mixture quenched by ice and the organic layer washed with 5% sodium bicarbonate, water and dried under MgSO4. After distillation,... Product: C(C)(C)(C)OCCN1N=CC(=C1C(F)(F)F)C(=O)O (1-(2-tert-butoxyethyl)-5-trifluoromethyl-1H-pyrazole-4-carboxylic acid). Solvent: CO (methanol), O (water). Procedure: To a solution of 1-(2-tert-butoxyethyl)-5-trifluoromethyl-1H-pyrazole-4-carboxylic acid ethyl ester (620 mg, 2.0 mmol) in methanol (2 mL) and water (2 mL) was added lithium hydroxide (67 mg, 2.8 mmol). The reaction mixture was stirred at reflux for 4 h, and then the solution was concentrated under reduced pressure to remove the methanol. The residue was then acidified carefully with 6.0 N aqueous HCl. The resulting mixture was extracted with methylene chloride (2×30 mL). The combined organic ext... The reactants are C(C)OC(=O)C=1C=NN(C1C(F)(F)F)CCOC(C)(C)C (1-(2-tert-butoxyethyl)-5-trifluoromethyl-1H-pyrazole-4-carboxylic acid ethyl ester), [OH-].[Li+] (lithium hydroxide). The yield is 75.8%. As a reaction SMILES: C([O:3][C:4]([C:6]1[CH:7]=[N:8][N:9]([CH2:15][CH2:16][O:17][C:18]([CH3:21])([CH3:20])[CH3:19])[C:10]=1[C:11]([F:14])([F:13])[F:12])=[O:5])C.[OH-].[Li+]>CO.O>[C:18]([O:17][CH2:16][CH2:15][N:9]1[C:10]([C:11]([F:13])([F:14])[F:12])=[C:6]([C:4]([OH:5])=[O:3])[CH:7]=[N:8]1)([CH3:21])([CH3:19])[CH3:20] |f:1.2|.